Task: describe an organic reaction: reactants, conditions, products, and yield. Dataset: the Open Reaction Database (ORD), a public repository of structured organic reaction records Procedure: A solution of 0.60 g. (0.00197 mole) of 2-(4-bromophenethyl)-phenethylamine in 20 ml. of ethyl formate is heated to refluxing for about 19 hours. The solution is evaporated to dryness under reduced pressure and the residue dissolved in dry benzene. Evaporation of the solvent under reduced pressure leaves the product as the residual yellow oil. Reactants: BrC1=CC=C(CCC2=C(CCN)C=CC=C2)C=C1 (2-(4-bromophenethyl)-phenethylamine), C(=O)OCC (ethyl formate). Yields the product BrC1=CC=C(CCC2=C(CCNC=O)C=CC=C2)C=C1 (N-[2-(4-Bromophenethyl)-phenethyl]-formamide). Reaction SMILES: [Br:1][C:2]1[CH:18]=[CH:17][C:5]([CH2:6][CH2:7][C:8]2[CH:16]=[CH:15][CH:14]=[CH:13][C:9]=2[CH2:10][CH2:11][NH2:12])=[CH:4][CH:3]=1.[CH:19](OCC)=[O:20]>>[Br:1][C:2]1[CH:3]=[CH:4][C:5]([CH2:6][CH2:7][C:8]2[CH:16]=[CH:15][CH:14]=[CH:13][C:9]=2[CH2:10][CH2:11][NH:12][CH:19]=[O:20])=[CH:17][CH:18]=1. The reactants are N\C(=C/C(=O)OCCOC(C)=O)\C (2-acetoxyethyl β-aminocrotonate), [N+](=O)([O-])CC(C)=O (nitroacetone), ClC1=C(C=O)C=CC=C1 (2-chlorobenzaldehyde). Solvent: C(C)O (ethanol). Yields the product CC=1NC(=C(C(C1[N+](=O)[O-])C1=C(C=CC=C1)Cl)C(=O)OCCOC(C)=O)C (β-Acetoxyethyl 1,4-dihydro-2,6-dimethyl-3-nitro-4-(2-chlorophenyl)-pyridine-5-carboxylate). As a reaction SMILES: [Cl:1][C:2]1[CH:9]=[CH:8][CH:7]=[CH:6][C:3]=1[CH:4]=O.[NH2:10]/[C:11](/[CH3:22])=[CH:12]\[C:13]([O:15][CH2:16][CH2:17][O:18][C:19](=[O:21])[CH3:20])=[O:14].[N+:23]([CH2:26][C:27](=O)[CH3:28])([O-:25])=[O:24]>C(O)C>[CH3:28][C:27]1[NH:10][C:11]([CH3:22])=[C:12]([C:13]([O:15][CH2:16][CH2:17][O:18][C:19](=[O:21])[CH3:20])=[O:14])[CH:4]([C:3]2[CH:6]=[CH:7][CH:8]=[CH:9][C:2]=2[Cl:1])[C:26]=1[N+:23]([O-:25])=[O:24]. Procedure details: 28.1 g (200 mmol) of 2-chlorobenzaldehyde are boiled under reflux with 37.4 g (200 mmol) of 2-acetoxyethyl β-aminocrotonate and 32.6 g (320 mmol) of nitroacetone in 400 ml of ethanol for 4 hours. The mixture is cooled and concentrated. The evaporation residue is taken up in ethyl acetate and the mixture is washed with water, sodium bicarbonate solution and water again, dried and concentrated. The semi-solid evaporation residue is stirred with ethanol, filtered off with suction and washed with et... RXN SMILES: N1([CH:7]([CH3:28])[CH2:8][NH:9][C:10]2[CH:15]=[CH:14][C:13]([C:16]3[O:17][C:18]4[CH:24]=[CH:23][CH:22]=[CH:21][C:19]=4[N:20]=3)=[CH:12][C:11]=2[N+:25]([O-])=O)CCOCC1.Cl.[C:30](=[NH:34])(OC)[CH3:31].[C:35](=[O:38])([O-])O.[Na+].[CH2:40](OCC)[CH3:41].[CH3:45]O>>[O:17]1[C:18]2[CH:24]=[CH:23][CH:22]=[CH:21][C:19]=2[N:20]=[C:16]1[C:13]1[CH:14]=[CH:15][C:10]2[N:9]([CH2:8][CH2:7][CH2:28][N:34]3[CH2:45][CH2:35][O:38][CH2:31][CH2:30]3)[C:40]([CH3:41])=[N:25][C:11]=2[CH:12]=1 |f:1.2,3.4|. Isolated yield 61.0%. Starting materials: N1(CCOCC1)C(CNC1=C(C=C(C=C1)C=1OC2=C(N1)C=CC=C2)[N+](=O)[O-])C (2-(N-(2-(morpholin-4-yl)-n-propyl)-2-nitroanilin-4-yl)benzoxazole), Cl.C(C)(OC)=N (methyl acetimidate hydrochloride), CO (methanol), C(C)OCC (diethyl ether), C(O)([O-])=O.[Na+] (sodium hydrogen carbonate). Product: O1C(=NC2=C1C=CC=C2)C2=CC1=C(N(C(=N1)C)CCCN1CCOCC1)C=C2 (5-(benzoxazol-2-yl)-2-methyl-1-(3-(morpholin-4-yl)-n-propyl)benzimidazole). Procedure: To a solution of 2-(2-(3-(morpholin-4-yl)-n-propyl)aminoanilin-4-yl)benzoxazole (see Working Example 96-1) (300 mg, 0.851 mmol) in methanol (5 mL) was added methyl acetimidate hydrochloride (103 mg, 0.936 mmol), and this was heated to reflux for 3 hours. After the reaction was complete, saturated aqueous sodium hydrogen carbonate solution was added, and this was extracted with ethyl acetate. After the organic layer obtained was dried over anhydrous sodium sulfate, it was filtered and concentrate... The reactants are C(#N)C1=CC=C(C2=CC=CC=C12)F (1-cyano-4-fluoronaphthalene), C1(=CC=CC=C1)N1CNC(C12CCNCC2)=O (1-phenyl-1,3,8-triazaspiro-[4,5]decan-4-one). Product: O=C1NCN(C12CCN(CC2)C2=CC=C(C1=CC=CC=C21)C#N)C2=CC=CC=C2 (4-(4-Oxo-1-phenyl-1,3,8-triaza-spiro[4.5]dec-8-yl)naphthalene-1-carbonitrile). Yield: 15.6%. RXN SMILES: [C:1]([C:3]1[C:12]2[C:7](=[CH:8][CH:9]=[CH:10][CH:11]=2)[C:6](F)=[CH:5][CH:4]=1)#[N:2].[C:14]1([N:20]2[C:24]3([CH2:29][CH2:28][NH:27][CH2:26][CH2:25]3)[C:23](=[O:30])[NH:22][CH2:21]2)[CH:19]=[CH:18][CH:17]=[CH:16][CH:15]=1>>[O:30]=[C:23]1[C:24]2([CH2:25][CH2:26][N:27]([C:6]3[C:7]4[C:12](=[CH:11][CH:10]=[CH:9][CH:8]=4)[C:3]([C:1]#[N:2])=[CH:4][CH:5]=3)[CH2:28][CH2:29]2)[N:20]([C:14]2[CH:19]=[CH:18][CH:17]=[CH:16][CH:15]=2)[CH2:21][NH:22]1. Reported procedure: The title compound (7 mg, 16% yield) was prepared as described for 196MBT2-4 from 1-cyano-4-fluoronaphthalene (20 mg, 0.117 mmol) and 1-phenyl-1,3,8-triazaspiro-[4,5]decan-4-one (108 mg, 0.468 mmol).